From a dataset of the Open Reaction Database (ORD), a public repository of structured organic reaction records. describe an organic reaction: reactants, conditions, products, and yield Yields the product C(C)(=O)C=1CCN(CC1)C(=O)OCC=C (4-acetyl-1-allyloxycarbonyl-1,2,3,6-tetrahydropyridine). As a reaction SMILES: [C:1]([C:4]1(O)[CH2:9][CH2:8][N:7]([C:10]([O:12][CH2:13][CH:14]=[CH2:15])=[O:11])[CH2:6][CH2:5]1)(=[O:3])[CH3:2].S(Cl)(Cl)=O.C(OCC)(=O)C.O>N1C=CC=CC=1>[C:1]([C:4]1[CH2:9][CH2:8][N:7]([C:10]([O:12][CH2:13][CH:14]=[CH2:15])=[O:11])[CH2:6][CH:5]=1)(=[O:3])[CH3:2]. The reactants are C(C)(=O)OCC (ethyl acetate), O (water), C(C)(=O)C1(CCN(CC1)C(=O)OCC=C)O (4-acetyl-1-allyloxycarbonyl-4-hydroxypiperidine), S(=O)(Cl)Cl (thionyl chloride), resultant mixture. Isolated yield 37.5%. Procedure: To a solution of 4-acetyl-1-allyloxycarbonyl-4-hydroxypiperidine (0.2 g) in pyridine (4.0 ml) was added dropwise thionyl chloride (0.12 ml) at -20° C. The resultant mixture was allowed to warm to ambient temperature for 1 hour and stirred for another period of 2 hours. Evaporation of the mixture in vacuo gave a residue which was taken up into a mixture of ethyl acetate and water. The organic layer was separated, washed with brine, dried over magnesium sulfate and evaporated. The residue was chro... Solvent: N1=CC=CC=C1 (pyridine). Conditions: time 2 hour. As a reaction SMILES: [C:1]([O:2][C:3](=[O:4])[NH:7][CH:8]([CH2:9][c:10]1[cH:11][cH:12][c:13](-[c:16]2[cH:17][c:18]([Cl:23])[c:19]([F:22])[cH:20][cH:21]2)[cH:14][cH:15]1)[c:24]1[n:25][c:26]([CH3:29])[n:27][o:28]1)([CH3:5])([CH3:6])[CH3:30].[ClH:31]>>[NH2:7][CH:8]([CH2:9][c:10]1[cH:11][cH:12][c:13](-[c:16]2[cH:17][c:18]([Cl:23])[c:19]([F:22])[cH:20][cH:21]2)[cH:14][cH:15]1)[c:24]1[n:25][c:26]([CH3:29])[n:27][o:28]1. Reactants: Cc1noc(C(Cc2ccc(-c3ccc(F)c(Cl)c3)cc2)NC(=O)OC(C)(C)C)n1, Cl. Yields the product Cc1noc(C(N)Cc2ccc(-c3ccc(F)c(Cl)c3)cc2)n1. Reactants: ice acetone, [Cl-].[NH4+] (ammonium chloride), C(C)(C)(C)OC(=O)[C@@]1(CN(C([C@H]1COCC1=CC=CC=C1)=O)[C@H](C)C1=CC=CC=C1)CC=C ((3S,4R)-3-allyl-4-benzyloxymethyl-5-oxo-1-[(1R)-1-phenylethyl]pyrrolidine-3-carboxylic acid tert-butyl ester), O=O (oxygen), [BH4-].[Na+] (Sodium borohydride). Solvent: CO (methanol), CO (methanol). Yields the product C(C)(C)(C)OC(=O)[C@@]1(CN(C([C@H]1COCC1=CC=CC=C1)=O)[C@H](C)C1=CC=CC=C1)CCO ((3S,4R)-4-Benzyloxymethyl-3-hydroxyethyl-5-oxo-1-[(1R)-1-phenylethyl]pyrrolidine-3-carboxylic acid tert-butyl ester). As a reaction SMILES: [C:1]([O:5][C:6]([C@@:8]1([CH2:31][CH:32]=C)[C@H:12]([CH2:13][O:14][CH2:15][C:16]2[CH:21]=[CH:20][CH:19]=[CH:18][CH:17]=2)[C:11](=[O:22])[N:10]([C@@H:23]([C:25]2[CH:30]=[CH:29][CH:28]=[CH:27][CH:26]=2)[CH3:24])[CH2:9]1)=[O:7])([CH3:4])([CH3:3])[CH3:2].[O:34]=O.[BH4-].[Na+].[Cl-].[NH4+]>CO>[C:1]([O:5][C:6]([C@@:8]1([CH2:31][CH2:32][OH:34])[C@H:12]([CH2:13][O:14][CH2:15][C:16]2[CH:21]=[CH:20][CH:19]=[CH:18][CH:17]=2)[C:11](=[O:22])[N:10]([C@@H:23]([C:25]2[CH:26]=[CH:27][CH:28]=[CH:29][CH:30]=2)[CH3:24])[CH2:9]1)=[O:7])([CH3:3])([CH3:4])[CH3:2] |f:2.3,4.5|. Procedure: A solution of (3S,4R)-3-allyl-4-benzyloxymethyl-5-oxo-1-[(1R)-1-phenylethyl]pyrrolidine-3-carboxylic acid tert-butyl ester (8.00 g, 17.8 mmol) in methanol (177 mL) was bubbled with oxygen for 10 minutes. After bubbling with ozone for 30 minutes with stirring under cooling with dry ice-methanol, ozone was removed by bubbling with nitrogen. Sodium borohydride (1.68 g, 44.4 mmol) was added under cooling with ice-acetone, and the mixture was stirred under cooling for 1.5 hours. A saturated ammonium ... Yields the product ClC1=C(C=C(C(=C1)[N+](=O)[O-])OC)N1CCC(CC1)N1CCCCC1 (1′-[2-chloro-5-(methyloxy)-4-nitrophenyl]-1,4′-bipiperidine). Conditions: time 8 hour. Reported procedure: 4-Chloro-5-fluoro-2-nitrophenyl methyl ether (2.19 g, 10.7 mmol) was dissolved in DMSO (10 mL). K2CO3 (2.2 g, 16 mmol) and 1,4′-bipiperidine (1.8 g, 11 mmol) were added and the reaction mixture was allowed to stir overnight at rt. The mixture was then poured into H2O and extracted with EtOAc (2×) and then the combined organics were extracted with H2O (5×). The organic layer was dried with MgSO4, filtered, and concentrated in vacuo. The resulting residue was adsorbed onto silica gel and flash chr... Run in CS(=O)C (DMSO). Reactants: O (H2O), C(=O)([O-])[O-].[K+].[K+] (K2CO3), N1(CCCCC1)C1CCNCC1 (1,4′-bipiperidine), COC1=C(C=C(C(=C1)F)Cl)[N+](=O)[O-] (4-Chloro-5-fluoro-2-nitrophenyl methyl ether). RXN SMILES: [CH3:1][O:2][C:3]1[CH:8]=[C:7](F)[C:6]([Cl:10])=[CH:5][C:4]=1[N+:11]([O-:13])=[O:12].C([O-])([O-])=O.[K+].[K+].[N:20]1([CH:26]2[CH2:31][CH2:30][NH:29][CH2:28][CH2:27]2)[CH2:25][CH2:24][CH2:23][CH2:22][CH2:21]1.O>CS(C)=O>[Cl:10][C:6]1[CH:5]=[C:4]([N+:11]([O-:13])=[O:12])[C:3]([O:2][CH3:1])=[CH:8][C:7]=1[N:29]1[CH2:30][CH2:31][CH:26]([N:20]2[CH2:25][CH2:24][CH2:23][CH2:22][CH2:21]2)[CH2:27][CH2:28]1 |f:1.2.3|. Yield: 71.0%. The reactants are Cc1noc(-c2ccc(Br)cc2)c1NC(C)CCc1ccc(Cl)cc1, CCOC(=O)C1(c2ccc(B3OC(C)(C)C(C)(C)O3)cc2)CC1. Product: CCOC(=O)C1(c2ccc(-c3ccc(-c4onc(C)c4NC(C)CCc4ccc(Cl)cc4)cc3)cc2)CC1. RXN SMILES: [Br:1][c:2]1[cH:3][cH:4][c:5](-[c:8]2[c:9]([NH:14][CH:15]([CH2:16][CH2:17][c:18]3[cH:19][cH:20][c:21]([Cl:24])[cH:22][cH:23]3)[CH3:25])[c:10]([CH3:13])[n:11][o:12]2)[cH:6][cH:7]1.[CH2:26]([CH3:27])[O:28][C:29](=[O:30])[C:31]1([c:34]2[cH:35][cH:36][c:37]([B:40]3[O:41][C:42]([CH3:43])([CH3:44])[C:45]([CH3:46])([CH3:47])[O:48]3)[cH:38][cH:39]2)[CH2:32][CH2:33]1>>[c:2]1(-[c:37]2[cH:36][cH:35][c:34]([C:31]3([C:29]([O:28][CH2:26][CH3:27])=[O:30])[CH2:32][CH2:33]3)[cH:39][cH:38]2)[cH:3][cH:4][c:5](-[c:8]2[c:9]([NH:14][CH:15]([CH2:16][CH2:17][c:18]3[cH:19][cH:20][c:21]([Cl:24])[cH:22][cH:23]3)[CH3:25])[c:10]([CH3:13])[n:11][o:12]2)[cH:6][cH:7]1. The reactants are NC=1C(=NC=C(C1)Br)C(=O)O (3-amino-5-bromopyridine-2-carboxylic acid), CN (methylamine), C1(CCC1)N1CCC(CC1)OC1=CC(=C(C=O)C=C1)OC (4-[(1-cyclobutylpiperidin-4-yl)oxy]-2-methoxybenzaldehyde). Yields the product BrC1=CC=2N=C(N(C(C2N=C1)=O)C)C1=C(C=C(C=C1)OC1CCN(CC1)C1CCC1)OC (7-Bromo-2-{4-[(1-cyclobutylpiperidin-4-yl)oxy]-2-methoxyphenyl}-3-methylpyrido[3,2-d]pyrimidin-4(3H)-one). As a reaction SMILES: [NH2:1][C:2]1[C:3]([C:9]([OH:11])=O)=[N:4][CH:5]=[C:6]([Br:8])[CH:7]=1.[CH3:12][NH2:13].[CH:14]1([N:18]2[CH2:23][CH2:22][CH:21]([O:24][C:25]3[CH:32]=[CH:31][C:28]([CH:29]=O)=[C:27]([O:33][CH3:34])[CH:26]=3)[CH2:20][CH2:19]2)[CH2:17][CH2:16][CH2:15]1>>[Br:8][C:6]1[CH:5]=[N:4][C:3]2[C:9](=[O:11])[N:13]([CH3:12])[C:29]([C:28]3[CH:31]=[CH:32][C:25]([O:24][CH:21]4[CH2:22][CH2:23][N:18]([CH:14]5[CH2:17][CH2:16][CH2:15]5)[CH2:19][CH2:20]4)=[CH:26][C:27]=3[O:33][CH3:34])=[N:1][C:2]=2[CH:7]=1. Procedure: The entitled compound was obtained according to the method of Example 15 but starting from 3-amino-5-bromopyridine-2-carboxylic acid, methylamine and 4-[(1-cyclobutylpiperidin-4-yl)oxy]-2-methoxybenzaldehyde. Reactants: Cl (HCl), CO\C=C(\C1=CC(=CC=C1)[N+](=O)[O-])/C=1N=CN(C1)S(=O)(=O)N(C)C (4-[(Z)-2-methoxy-1-(3-nitrophenyl)ethenyl]-N,N-dimethyl-1H-imidazole-1-sulfonamide), C([O-])(O)=O.[Na+] (sodium bicarbonate). The reagents and catalysts are [Zn] (zinc). The solvent is CO (methanol). Conditions: time 20 minute. The product is NC=1C=C(C=CC1)/C(=C/OC)/C=1N=CN(C1)S(=O)(=O)N(C)C (4-[(Z)-1-(3-aminophenyl)-2-methoxyethenyl]-N,N-dimethyl-1H-imidazole-1-sulfonamide). Reaction SMILES: [CH3:1][O:2]/[CH:3]=[C:4](\[C:14]1[N:15]=[CH:16][N:17]([S:19]([N:22]([CH3:24])[CH3:23])(=[O:21])=[O:20])[CH:18]=1)/[C:5]1[CH:10]=[CH:9][CH:8]=[C:7]([N+:11]([O-])=O)[CH:6]=1.Cl.C(=O)(O)[O-].[Na+]>CO.[Zn]>[NH2:11][C:7]1[CH:6]=[C:5](/[C:4](/[C:14]2[N:15]=[CH:16][N:17]([S:19]([N:22]([CH3:24])[CH3:23])(=[O:20])=[O:21])[CH:18]=2)=[CH:3]/[O:2][CH3:1])[CH:10]=[CH:9][CH:8]=1 |f:2.3|. Procedure: A solution of Example 46A (0.15 g, 0.43 mmol) in methanol (0.70 mL) was cooled to 0° C., treated with concentrated HCl (0.35 mL), treated with zinc (0.28 g, 4.3 mmol) in portions, stirred at ambient temperature for 20 minutes, neutralized with aqueous sodium bicarbonate solution (15 mL) and extracted with ethyl acetate (4×20 mL). The combined ethyl acetate extracts were dried (Na2SO4) and concentrated to provide the desired product. The reactants are COC(=O)Cc1cc(F)c(-c2ccc(-c3nc(C(N)=O)c(C)nc3C)cc2)c(F)c1, CC(C)(C)O, Cl, [K+], [OH-]. Product: Cc1nc(C)c(-c2ccc(-c3c(F)cc(CC(=O)O)cc3F)cc2)nc1C(N)=O. RXN SMILES: [C:3]([NH2:4])(=[O:5])[c:6]1[c:7]([CH3:32])[n:8][c:9]([CH3:31])[c:10](-[c:12]2[cH:13][cH:14][c:15](-[c:18]3[c:19]([F:30])[cH:20][c:21]([CH2:25][C:26](=[O:27])[O:28][CH3:29])[cH:22][c:23]3[F:24])[cH:16][cH:17]2)[n:11]1.[CH3:34][C:35]([OH:36])([CH3:37])[CH3:38].[ClH:33].[K+:2].[OH-:1]>>[C:3]([NH2:4])(=[O:5])[c:6]1[c:7]([CH3:32])[n:8][c:9]([CH3:31])[c:10](-[c:12]2[cH:13][cH:14][c:15](-[c:18]3[c:19]([F:30])[cH:20][c:21]([CH2:25][C:26](=[O:27])[OH:28])[cH:22][c:23]3[F:24])[cH:16][cH:17]2)[n:11]1. Reactants: COC(C(CC1CCCC1)C1=CC=C(C=C1)Br)=O (2-(4-bromo-phenyl)-3-cyclopentyl-propionic acid methyl ester), [Cu](C#N)C#N (copper cyanide), [OH-].[NH4+] (ammonium hydroxide). The solvent is CN(C=O)C (N,N-dimethylformamide), O (water). Reaction conditions: temperature 25 celsius. Yields the product hexanes ethyl acetate, COC(C(CC1CCCC1)C1=CC=C(C=C1)C#N)=O (2-(4-cyano-phenyl)-3-cyclopentyl-propionic acid methyl ester). The yield is 90.9%. Reaction SMILES: [CH3:1][O:2][C:3](=[O:18])[CH:4]([C:11]1[CH:16]=[CH:15][C:14](Br)=[CH:13][CH:12]=1)[CH2:5][CH:6]1[CH2:10][CH2:9][CH2:8][CH2:7]1.[Cu](C#N)[C:20]#[N:21].[OH-].[NH4+]>CN(C)C=O.O>[CH3:1][O:2][C:3](=[O:18])[CH:4]([C:11]1[CH:16]=[CH:15][C:14]([C:20]#[N:21])=[CH:13][CH:12]=1)[CH2:5][CH:6]1[CH2:10][CH2:9][CH2:8][CH2:7]1 |f:2.3|. Procedure details: A solution of 2-(4-bromo-phenyl)-3-cyclopentyl-propionic acid methyl ester (1.55 g, 5.0 mmol) in N,N-dimethylformamide (12.5 mL) was treated with copper cyanide (672 mg, 7.5 mmol). This mixture was heated at reflux for 21 h. The reaction mixture was cooled to 25° C. and poured into aqueous ammonium hydroxide (25 mL). The resulting solution was diluted with water (25 mL). This solution was extracted with ethyl acetate (3×50 mL). The organics were washed with a saturated aqueous sodium chloride so... Starting materials: C(C)(=O)O[C@@H]1CC2=CC=C3[C@@H]4CC[C@H](C(C(OC)OC)C)[C@]4(CC[C@@H]3[C@]2([C@@H]2[C@H]1O2)C)C (1α,2α-epoxy-21,21-dimethoxy-20-methylpregna-5,7-dien-3β-yl acetate), C(C)(=O)O[C@@H]1CC2=CC=C3[C@@H]4CC[C@H](C(C)C5OCC(CO5)(C)C)[C@]4(CC[C@@H]3[C@]2([C@@H]2[C@H]1O2)C)C (20-(5,5-dimethyl-1,3-dioxan-2-yl)-1α,2α-epoxypregna-5,7-dien-3β-yl acetate). The product is O1[C@H]2[C@@H]1[C@@H](CC1=CC=C3[C@@H]4CC[C@H](C(C(OC)OC)C)[C@]4(CC[C@@H]3[C@@]21C)C)O (1α,2α-epoxy-21,21-dimethoxy-20-methylpregna-5,7-dien-3β-ol). Yield: 85.0%. As a reaction SMILES: C([O:4][C@H:5]1[C@@H:28]2[O:29][C@@H:27]2[C@@:26]2([CH3:30])[C:7](=[CH:8][CH:9]=[C:10]3[C@@H:25]2[CH2:24][CH2:23][C@@:22]2([CH3:31])[C@H:11]3[CH2:12][CH2:13][C@@H:14]2[CH:15]([CH3:21])[CH:16]([O:19][CH3:20])[O:17][CH3:18])[CH2:6]1)(=O)C.C(O[C@H]1[C@@H]2O[C@@H]2[C@@]2(C)C(=CC=C3[C@@H]2CC[C@@]2(C)[C@H]3CC[C@@H]2C(C2OCC(C)(C)CO2)C)C1)(=O)C>>[O:29]1[C@H:28]2[C@H:5]([OH:4])[CH2:6][C:7]3[C@:26]([CH3:30])([C@@H:27]12)[C@@H:25]1[C:10]([C@H:11]2[C@:22]([CH3:31])([CH2:23][CH2:24]1)[C@@H:14]([CH:15]([CH3:21])[CH:16]([O:19][CH3:20])[O:17][CH3:18])[CH2:13][CH2:12]2)=[CH:9][CH:8]=3. Reported procedure: The procedure of Example 23 was repeated except that 4.6 mg (0.0106 mmole) of 1α,2α-epoxy-21,21-dimethoxy-20-methylpregna-5,7-dien-3β-yl acetate was used in lieu of 5 mg of 20-(5,5-dimethyl-1,3-dioxan-2-yl)-1α,2α-epoxypregna-5,7-dien-3β-yl acetate to give 3.5 mg of 1α,2α-epoxy-21,21-dimethoxy-20-methylpregna-5,7-dien-3β-ol (yield: ca. 85%).